This data is from the Open Reaction Database (ORD), a public repository of structured organic reaction records. The task is: describe an organic reaction: reactants, conditions, products, and yield Starting materials: O=C([O-])[O-], CC(C)c1cc(C(C)C)c(-c2ccccc2P(C2CCCCC2)C2CCCCC2)c(C(C)C)c1, COc1cc(Cl)nc(SCc2cccc(F)c2F)n1, [Cs+], [Cs+], O=C(C=Cc1ccccc1)C=Cc1ccccc1, O=C(C=Cc1ccccc1)C=Cc1ccccc1, C1COCCO1, O=C(C=Cc1ccccc1)C=Cc1ccccc1, [Pd], [Pd], NS(=O)(=O)N1CCN(c2ncccn2)CC1. Yields the product COc1cc(NS(=O)(=O)N2CCN(c3ncccn3)CC2)nc(SCc2cccc(F)c2F)n1. Reaction SMILES: [C:51](=[O:52])([O-:53])[O-:54].[CH:17]1([P:18]([CH:19]2[CH2:20][CH2:21][CH2:22][CH2:23][CH2:24]2)[c:25]2[cH:26][cH:27][cH:28][cH:29][c:30]2-[c:31]2[c:32]([CH:33]([CH3:34])[CH3:35])[cH:36][c:37]([CH:38]([CH3:39])[CH3:40])[cH:41][c:42]2[CH:43]([CH3:44])[CH3:45])[CH2:46][CH2:47][CH2:48][CH2:49][CH2:50]1.[Cl:57][c:58]1[n:59][c:60]([S:66][CH2:67][c:68]2[c:69]([F:75])[c:70]([F:74])[cH:71][cH:72][cH:73]2)[n:61][c:62]([O:64][CH3:65])[cH:63]1.[Cs+:55].[Cs+:56].[O:102]=[C:103]([CH:104]=[CH:105][c:106]1[cH:107][cH:108][cH:109][cH:110][cH:111]1)[CH:112]=[CH:113][c:114]1[cH:115][cH:116][cH:117][cH:118][cH:119]1.[O:120]=[C:121]([CH:122]=[CH:123][c:124]1[cH:125][cH:126][cH:127][cH:128][cH:129]1)[CH:130]=[CH:131][c:132]1[cH:133][cH:134][cH:135][cH:136][cH:137]1.[O:76]1[CH2:77][CH2:78][O:79][CH2:80][CH2:81]1.[O:84]=[C:85]([CH:86]=[CH:87][c:88]1[cH:89][cH:90][cH:91][cH:92][cH:93]1)[CH:94]=[CH:95][c:96]1[cH:97][cH:98][cH:99][cH:100][cH:101]1.[Pd:82].[Pd:83].[n:1]1[c:2]([N:7]2[CH2:8][CH2:9][N:10]([S:13](=[O:14])(=[O:15])[NH2:16])[CH2:11][CH2:12]2)[n:3][cH:4][cH:5][cH:6]1>>[n:1]1[c:2]([N:7]2[CH2:8][CH2:9][N:10]([S:13](=[O:14])(=[O:15])[NH:16][c:58]3[n:59][c:60]([S:66][CH2:67][c:68]4[c:69]([F:75])[c:70]([F:74])[cH:71][cH:72][cH:73]4)[n:61][c:62]([O:64][CH3:65])[cH:63]3)[CH2:11][CH2:12]2)[n:3][cH:4][cH:5][cH:6]1. Reactants: ClC1=NC(=CC(=N1)C1=CC(=C(C=C1)C(F)(F)F)C)C (2-chloro-4-(3-methyl-4-trifluoromethyl-phenyl)-6-methyl-pyrimidine), BrC=1C=C(C=CC1)B(O)O (3-bromo-benzene-boronic acid). The product is BrC=1C=C(C=CC1)C1=NC(=CC(=N1)C)C1=CC(=C(C=C1)C(F)(F)F)C (2-(3-Bromo-phenyl)-4-methyl-6-(3-methyl-4-trifluoromethyl-phenyl)-pyrimidine), oil. The yield is 23.0%. RXN SMILES: Cl[C:2]1[N:7]=[C:6]([C:8]2[CH:13]=[CH:12][C:11]([C:14]([F:17])([F:16])[F:15])=[C:10]([CH3:18])[CH:9]=2)[CH:5]=[C:4]([CH3:19])[N:3]=1.[Br:20][C:21]1[CH:22]=[C:23](B(O)O)[CH:24]=[CH:25][CH:26]=1>>[Br:20][C:21]1[CH:26]=[C:25]([C:2]2[N:3]=[C:4]([CH3:19])[CH:5]=[C:6]([C:8]3[CH:13]=[CH:12][C:11]([C:14]([F:17])([F:16])[F:15])=[C:10]([CH3:18])[CH:9]=3)[N:7]=2)[CH:24]=[CH:23][CH:22]=1. Procedure: The title compound was prepared from 2-chloro-4-(3-methyl-4-trifluoromethyl-phenyl)-6-methyl-pyrimidine (example A.40) (0.401 g, 1.4 mmol) and commercially available 3-bromo-benzene-boronic acid (0.366 g, 1.82 mmol) according to the general procedure IVb. Obtained as a light yellow oil (0.13 g, 23%). MS (ISP) 409.2 [(M+H)+]. Reactants: O (water), NC=1C=C(C(=O)NC2=NC3=CC=CC=C3C=C2)C=CC1N (3,4-diamino-N-quinolin-2-yl-benzamide), COC(COC1=CC(=C(C(=C1)C)C=O)C)=O ((4-formyl-3,5-dimethylphenoxy)-acetic acid methyl ester), C(F)(F)(F)S(=O)(=O)[O-].C(F)(F)(F)S(=O)(=O)[O-].C(F)(F)(F)S(=O)(=O)[O-].[Yb+3] (Yb(OTf)3). Solvent: CS(=O)C (DMSO), CCOC(=O)C (EtOAc). Run at time 8 hour. Product: COC(COC1=CC(=C(C(=C1)C)C1=NC2=C(N1)C=C(C=C2)C(NC2=NC1=CC=CC=C1C=C2)=O)C)=O ({3,5-dimethyl-4-[6-(quinolin-2-ylcarbamoyl)-1H-benzoimidazol-2-yl]-phenoxy}-acetic acid methyl ester). As a reaction SMILES: [NH2:1][C:2]1[CH:3]=[C:4]([CH:18]=[CH:19][C:20]=1[NH2:21])[C:5]([NH:7][C:8]1[CH:17]=[CH:16][C:15]2[C:10](=[CH:11][CH:12]=[CH:13][CH:14]=2)[N:9]=1)=[O:6].[CH3:22][O:23][C:24](=[O:37])[CH2:25][O:26][C:27]1[CH:32]=[C:31]([CH3:33])[C:30]([CH:34]=O)=[C:29]([CH3:36])[CH:28]=1.C(S([O-])(=O)=O)(F)(F)F.C(S([O-])(=O)=O)(F)(F)F.C(S([O-])(=O)=O)(F)(F)F.[Yb+3].O>CS(C)=O.CCOC(C)=O>[CH3:22][O:23][C:24](=[O:37])[CH2:25][O:26][C:27]1[CH:32]=[C:31]([CH3:33])[C:30]([C:34]2[NH:1][C:2]3[CH:3]=[C:4]([C:5](=[O:6])[NH:7][C:8]4[CH:17]=[CH:16][C:15]5[C:10](=[CH:11][CH:12]=[CH:13][CH:14]=5)[N:9]=4)[CH:18]=[CH:19][C:20]=3[N:21]=2)=[C:29]([CH3:36])[CH:28]=1 |f:2.3.4.5|. Reported procedure: To a solution of 3,4-diamino-N-quinolin-2-yl-benzamide (770 mg, 2.77 mmol) and (4-formyl-3,5-dimethylphenoxy)-acetic acid methyl ester (615 mg, 2.77 mmol) in DMSO (10 mL) was added Yb(OTf)3 (344 mg, 0.55 mmol) and the mixture was stirred at ambient temperature overnight. The reaction mixture was partioned between water and EtOAc and the aqueous layer was extracted with EtOAc. The combined organic layers were dried with MgSO4, filtered and concentrated. Purification by flash chromatography using ... Starting materials: ClC=1C=C(CN2CC(OCC2)CN)C=CC1Cl ([4-(3,4-Dichlorobenzyl)morpholin-2-yl]methylamine), FC(OC1=CC=C(C=C1)N=C=O)F (1-(difluoromethoxy)-4-isocyanatobenzene). The product is ClC=1C=C(CN2CC(OCC2)CNC(=O)NC2=CC=C(C=C2)OC(F)F)C=CC1Cl (N-{[4-(3,4-Dichlorobenzyl)morpholin-2-yl]methyl}-N′-[4-(difluoromethoxy)phenyl]urea). RXN SMILES: [Cl:1][C:2]1[CH:3]=[C:4]([CH:14]=[CH:15][C:16]=1[Cl:17])[CH2:5][N:6]1[CH2:11][CH2:10][O:9][CH:8]([CH2:12][NH2:13])[CH2:7]1.[F:18][CH:19]([F:30])[O:20][C:21]1[CH:26]=[CH:25][C:24]([N:27]=[C:28]=[O:29])=[CH:23][CH:22]=1>>[Cl:1][C:2]1[CH:3]=[C:4]([CH:14]=[CH:15][C:16]=1[Cl:17])[CH2:5][N:6]1[CH2:11][CH2:10][O:9][CH:8]([CH2:12][NH:13][C:28]([NH:27][C:24]2[CH:23]=[CH:22][C:21]([O:20][CH:19]([F:18])[F:30])=[CH:26][CH:25]=2)=[O:29])[CH2:7]1. Procedure: Example 16 was prepared in an analogous manner to Example 1 using a mixture of Intermediate 3 (0.025 g) and 1-(difluoromethoxy)-4-isocyanatobenzene (19.1 μl) to give the title compound (0.0252 g). LC-MS (System A): Rt 2.41 mins, Mass Spectrum m/z 460 [MH+]. The reactants are OCC=1C=C(C=CC1CO)CO ((3,4-bis-hydroxymethylphenyl)methanol), C(OC)([O-])[O-] (methyl orthoformate), O.[O-2].[O-2].[O-2].O=[Si]=O.O=[Si]=O.O=[Si]=O.O=[Si]=O.[Al+3].[Al+3] (Montmorillonite KSF). The solvent is COCCOC (1,2-dimethoxyethane). Run at time 30 minute. Product: COC1OCC2=C(CO1)C=C(C=C2)CO ((7-methoxy-(5H,9H)-6,8-dioxabenzocyclohepten-2-yl)methanol). RXN SMILES: [OH:1][CH2:2][C:3]1[CH:4]=[C:5]([CH2:11][OH:12])[CH:6]=[CH:7][C:8]=1[CH2:9][OH:10].[CH:13]([O-])([O-])[O:14][CH3:15].O.[O-2].[O-2].[O-2].O=[Si]=O.O=[Si]=O.O=[Si]=O.O=[Si]=O.[Al+3].[Al+3]>COCCOC>[CH3:13][O:14][CH:15]1[O:1][CH2:2][C:3]2[CH:4]=[C:5]([CH2:11][OH:12])[CH:6]=[CH:7][C:8]=2[CH2:9][O:10]1 |f:2.3.4.5.6.7.8.9.10.11|. Procedure details: 4 g of (3,4-bis-hydroxymethylphenyl)methanol (23.8 mmol), 40 ml of 1,2-dimethoxyethane, 2.78 g of methyl orthoformate (26.2 mmol) and 0.24 g of Montmorillonite KSF (10 mg/mmol) are introduced into a flask. The reaction medium is stirred at room temperature for 4 hours 30 minutes and then the montmorillonite is filtered off and the 1,2-dimethoxyethane is evaporated under vacuum at 30° C. The residue is chromatographed on silica gel (dichloromethane/methanol=98/2) to give 3.2 g of (7-methoxy)-(5H,... Reactants: C(C1=CC=CC=C1)OC1=CC=C(CCl)C=C1 (4-benzyloxybenzyl chloride), [I-].[Na+] (sodium iodide). The solvent is CC(=O)C (acetone). Reaction conditions: time 90 minute. Product: C(C1=CC=CC=C1)OC1=CC=C(CI)C=C1 (p-Benzyloxybenzyl Iodide). Reaction SMILES: [CH2:1]([O:8][C:9]1[CH:16]=[CH:15][C:12]([CH2:13]Cl)=[CH:11][CH:10]=1)[C:2]1[CH:7]=[CH:6][CH:5]=[CH:4][CH:3]=1.[I-:17].[Na+]>CC(C)=O>[CH2:1]([O:8][C:9]1[CH:16]=[CH:15][C:12]([CH2:13][I:17])=[CH:11][CH:10]=1)[C:2]1[CH:7]=[CH:6][CH:5]=[CH:4][CH:3]=1 |f:1.2|. Procedure details: A solution of 1.0 g (4.3 mmol) of 4-benzyloxybenzyl chloride (Fluka; Buchs/Switzerland) in 8 ml of acetone is stirred at RT with 3.13 g (20.9 mmol) of sodium iodide. According to a gas chromatrogram, the reaction is complete after 90 min. Working up as described in Example 21 F) 1) a) yields the title compound: 1H-NMR (200 MHz, CDCl3 : 4.48 (s, 2 H), 5.06 (s, 2 H), 6.85-6.95 (m, 2 H), 7.25-7.48 (m, 7 H). Starting materials: C(C1=CC=CC=C1)(C1=CC=CC=C1)OC(=O)C1=C(CS[C@H]2N1C([C@H]2NC(COC2=CC=CC=C2)=O)=O)N2CCOCC2 (7β-phenoxyacetylamino-3-morpholino-3-cephem-4-carboxylic acid benzhydryl ester), [BH4-].[Na+] (sodium borohydride). The solvent is CN(C=O)C (dimethyl formamide), C(C)(=O)O (acetic acid), O (water). Conditions: temperature 0 celsius, time 5 hour. The product is C(C1=CC=CC=C1)(C1=CC=CC=C1)OC(=O)C1=CCS[C@H]2N1C([C@H]2NC(COC2=CC=CC=C2)=O)=O (7β-phenoxyacetylamino-3-cephem-4-carboxylic acid benzhydryl ester). As a reaction SMILES: [CH:1]([O:14][C:15]([C:17]1[N:22]2[C:23](=[O:36])[C@@H:24]([NH:25][C:26](=[O:35])[CH2:27][O:28][C:29]3[CH:34]=[CH:33][CH:32]=[CH:31][CH:30]=3)[C@H:21]2[S:20][CH2:19][C:18]=1N1CCOCC1)=[O:16])([C:8]1[CH:13]=[CH:12][CH:11]=[CH:10][CH:9]=1)[C:2]1[CH:7]=[CH:6][CH:5]=[CH:4][CH:3]=1.[BH4-].[Na+]>CN(C)C=O.C(O)(=O)C.O>[CH:1]([O:14][C:15]([C:17]1[N:22]2[C:23](=[O:36])[C@@H:24]([NH:25][C:26](=[O:35])[CH2:27][O:28][C:29]3[CH:34]=[CH:33][CH:32]=[CH:31][CH:30]=3)[C@H:21]2[S:20][CH2:19][CH:18]=1)=[O:16])([C:8]1[CH:9]=[CH:10][CH:11]=[CH:12][CH:13]=1)[C:2]1[CH:3]=[CH:4][CH:5]=[CH:6][CH:7]=1 |f:1.2|. Reported procedure: 5.86 g (10 mmols) of 7β-phenoxyacetylamino-3-morpholino-3-cephem-4-carboxylic acid benzhydryl ester are dissolved in 25 ml of dimethyl formamide and 25 ml of glacial acetic acid. The solution is cooled to 0° C. and then 2.04 g of sodium borohydride are added in 100 mg portions over 1 hour, with vigorous evolution of gas occurring after each addition. The reaction mixture is stirred for further 5 hours at room temperature, then diluted with 300 ml of water and extracted with four 100 ml portions ... The reactants are dipalladium(0), FC=1C(=NC2=CC=CC=C2C1I)C1=C(C=CC=C1)F (3-fluoro-2-(2-fluoro-phenyl)-4-iodo-quinoline), S-BINAP, CC(C)([O-])C.[Na+] (sodium tert-butoxide), NC1=CC=NC=C1 (4-aminopyridine). The solvent is C1(=CC=CC=C1)C (toluene), O (water). Reaction conditions: temperature 110 celsius. Product: FC=1C(=NC2=CC=CC=C2C1NC1=CC=NC=C1)C1=C(C=CC=C1)F ([3-fluoro-2-(2-fluoro-phenyl)-quinolin-4-yl]-pyridin-4-yl-amine). The yield is 72.0%. As a reaction SMILES: [F:1][C:2]1[C:3]([C:13]2[CH:18]=[CH:17][CH:16]=[CH:15][C:14]=2[F:19])=[N:4][C:5]2[C:10]([C:11]=1I)=[CH:9][CH:8]=[CH:7][CH:6]=2.CC(C)([O-])C.[Na+].[NH2:26][C:27]1[CH:32]=[CH:31][N:30]=[CH:29][CH:28]=1>C1(C)C=CC=CC=1.O>[F:1][C:2]1[C:3]([C:13]2[CH:18]=[CH:17][CH:16]=[CH:15][C:14]=2[F:19])=[N:4][C:5]2[C:10]([C:11]=1[NH:26][C:27]1[CH:32]=[CH:31][N:30]=[CH:29][CH:28]=1)=[CH:9][CH:8]=[CH:7][CH:6]=2 |f:1.2|. Reported procedure: To a solution of 3-fluoro-2-(2-fluoro-phenyl)-4-iodo-quinoline (from Step F, 0.02 g, 0.05 mmol) in toluene (1 mL) was added S-BINAP (0.007 g, 0.01 mmol), sodium tert-butoxide (0.105 g, 1 mmol) and 4-aminopyridine (0.015 g, 0.05 mmol). The resulting mixture was degassed for 5 min., after which tris(dibenzylidineacetone) dipalladium(0) (0.0025 g, 0.0025 mmol) was added. The reaction mixture was heated to 110° C. for 48 h. and then diluted with water and extracted with ethyl acetate. The organic la...